Dataset: the Open Reaction Database (ORD), a public repository of structured organic reaction records. Task: describe an organic reaction: reactants, conditions, products, and yield Reactants: C(C)(=O)OCC.CO (ethyl acetate methanol), BrC=1C=CC=2N(C1)C=CN2 (6-bromo-imidazo[1,2-a]pyridine), N=1N2C(=C(C1)B(O)O)CCC2 (5,6-dihydro-4H-pyrrolo[1,2-b]pyrazole-3-boronic acid), C([O-])([O-])=O.[K+].[K+] (potassium carbonate). Reagents/catalysts: C=1C=CC(=CC1)[P](C=2C=CC=CC2)(C=3C=CC=CC3)[Pd]([P](C=4C=CC=CC4)(C=5C=CC=CC5)C=6C=CC=CC6)([P](C=7C=CC=CC7)(C=8C=CC=CC8)C=9C=CC=CC9)[P](C=1C=CC=CC1)(C=1C=CC=CC1)C=1C=CC=CC1 (tetrakis(triphenylphosphine)palladium(0)). Run in CS(=O)C (dimethylsulfoxide). The product is N1=C(C=CC=C1)C=1C(=C2N(N1)CCC2)C=2C=CC=1N(C2)C=CN1 (2-(Pyridin-2-yl)-3-(imidazo[1,2-a]pyridin-6-yl)-5,6-dihydro-4H-pyrrolo[1,2-b]pyrazole). The yield is 38.0%. As a reaction SMILES: Br[C:2]1[CH:3]=[CH:4][C:5]2[N:6]([CH:8]=[CH:9][N:10]=2)[CH:7]=1.[N:11]1[N:12]2[CH2:21][CH2:20][CH2:19][C:13]2=[C:14](B(O)O)[CH:15]=1.C(=O)([O-])[O-].[K+].[K+].C(O[CH2:32][CH3:33])(=O)C.CO>CS(C)=O.C1C=CC([P]([Pd]([P](C2C=CC=CC=2)(C2C=CC=CC=2)C2C=CC=CC=2)([P](C2C=CC=CC=2)(C2C=CC=CC=2)C2C=CC=CC=2)[P](C2C=CC=CC=2)(C2C=CC=CC=2)C2C=CC=CC=2)(C2C=CC=CC=2)C2C=CC=CC=2)=CC=1>[N:6]1[CH:33]=[CH:32][CH:3]=[CH:4][C:5]=1[C:15]1[C:14]([C:2]2[CH:3]=[CH:4][C:5]3[N:6]([CH:8]=[CH:9][N:10]=3)[CH:7]=2)=[C:13]2[CH2:19][CH2:20][CH2:21][N:12]2[N:11]=1 |f:2.3.4,5.6,^1:43,45,64,83|. Reported procedure: Add tetrakis(triphenylphosphine)palladium(0) (0.025 g, 0.022 mmol) to a microwave tube containing a solution of 6-bromo-imidazo[1,2-a]pyridine (0.086 g, 0.44 mmol), 2-pyridin-2-yl)-5,6-dihydro-4H-pyrrolo[1,2-b]pyrazole-3-boronic acid (Preparation 5; 0.1 g, 0.436 mmol), and 2M aqueous potassium carbonate (0.5 mL, 1 mmol) in dimethylsulfoxide (1.5 mL). Irradiate the reaction in a microwave reactor set at 111° C., 50 W., 10 min with internal cooling. Normal phase chromatography using ethyl acetate/... The reactants are FOC(F)(C(F)CCC=CCBr)C(F)(F)F, FOC(F)(C(F)CC=CCCBr)C(F)(F)F, CCO, NC(N)=S, [Na+], [OH-], O. Yields the product FOC(F)(C(F)CCC=CCS)C(F)(F)F. RXN SMILES: [Br:1][CH2:2][CH:3]=[CH:4][CH2:5][CH2:6][CH:7]([C:8]([O:9][F:10])([C:11]([F:12])([F:13])[F:14])[F:15])[F:16].[Br:21][CH2:22][CH2:23][CH:24]=[CH:25][CH2:26][CH:27]([F:28])[C:29]([F:30])([C:31]([F:32])([F:33])[F:34])[O:35][F:36].[CH3:40][CH2:41][OH:42].[NH2:17][C:18]([NH2:19])=[S:20].[Na+:38].[OH-:37].[OH2:39]>>[CH2:2]([CH:3]=[CH:4][CH2:5][CH2:6][CH:7]([C:8]([O:9][F:10])([C:11]([F:12])([F:13])[F:14])[F:15])[F:16])[SH:20]. The reactants are CC(C)(C)O (t-BuOH), Cl (HCl), C[Mg]Cl (MeMgCl), ClC1=CC=C(N=N1)C(=O)OC (methyl 6-chloropyridazine-3-carboxylate). Solvent: CC1CCCO1 (MeTHF), CC1CCCO1 (MeTHF), C1(=CC=CC=C1)C (toluene), CCOC(=O)C (EtOAc). Reaction conditions: temperature -20 celsius. Yields the product ClC1=CC=C(N=N1)C(C)(C)O (2-(6-Chloropyridazin-3-yl)propan-2-ol). RXN SMILES: C[Mg]Cl.[CH3:4][C:5]([OH:8])([CH3:7])[CH3:6].[Cl:9][C:10]1[N:15]=[N:14]C(C(OC)=O)=[CH:12][CH:11]=1.Cl>CC1OCCC1.CCOC(C)=O.C1(C)C=CC=CC=1>[Cl:9][C:10]1[N:15]=[N:14][C:4]([C:5]([OH:8])([CH3:7])[CH3:6])=[CH:12][CH:11]=1. Reported procedure: To a solution of MeTHF (2.5 mL) and toluene (10 mL) was added MeMgCl (3.0 M, 9.7 mL) and stirred at −20° C. under N2 atmosphere followed by the addition of t-BuOH (0.5 mL, 5.79 mmol) in MeTHF (7 mL) dropwise. The solution was allowed to stir for 30 min and warmed to 3° C. and cooled backed down to −20° C. followed by the addition of the methyl 6-chloropyridazine-3-carboxylate (1.0 g, 5.79 mmol) in portions. The solution quickly turned dark violet and stirred at 0° C. for 30 min. The solution was... Reactants: C(#N)C=1N(C2=CC=CC=C2C1)C1=CC=C(C=C1)CO (2-cyano-1-[4-(hydroxymethyl)phenyl]indole). The reagents and catalysts are [O-2].[O-2].[Mn+4] (manganese dioxide). Solvent: O1CCCC1 (tetrahydrofuran). Reaction conditions: time 16 hour. Product: C(=O)C1=CC=C(C=C1)N1C(=CC2=CC=CC=C12)C#N (1-(4-formylphenyl)-2-cyanoindole). Yield: 68.4%. As a reaction SMILES: [C:1]([C:3]1[N:4]([C:12]2[CH:17]=[CH:16][C:15]([CH2:18][OH:19])=[CH:14][CH:13]=2)[C:5]2[C:10]([CH:11]=1)=[CH:9][CH:8]=[CH:7][CH:6]=2)#[N:2]>O1CCCC1.[O-2].[O-2].[Mn+4]>[CH:18]([C:15]1[CH:16]=[CH:17][C:12]([N:4]2[C:5]3[C:10](=[CH:9][CH:8]=[CH:7][CH:6]=3)[CH:11]=[C:3]2[C:1]#[N:2])=[CH:13][CH:14]=1)=[O:19] |f:2.3.4|. Procedure: 1.0 g (0.0038 mole) of 2-cyano-1-[4-(hydroxymethyl)phenyl]indole was dissolved in 150 ml tetrahydrofuran, 10.0 g of activated manganese dioxide was added, and the mixture stirred at room temperature for 16 hours. The reaction was filtered and the filtrate evaporated to an oil, which was crystallized from a mixture of methyl-t-butyl ether and hexane 1:1 to give 0.63 g (0.0026 mole) of 1-(4-formylphenyl)-2-cyanoindole as an oil. The product is C(C1=CC=CC=C1)OCC(CN1C(C=2C(C1=O)=CC=CC2)=O)O (2-Benzyloxymethyl-2-hydroxy-1-phthalimido-ethane). Procedure: Freshly distilled benzyl-glycidylether (60 g, 0.365 mmol), phthalimide (49.2 g, 0.304 mmol) and potassium carbonate (3.34 g, 24 mmol) were refluxed with stirring in ethanol (500 ml) for 27 hours. TLC indicated full conversion of the starting material. Ethanol was removed in vacuo. The residual oily material was transferred to a 2 1 separation funnel and distributed between ethyl acetate (800 ml) and water (500 ml). The aqueous phase was extracted with ethyl acetate (200 ml), and the combined org... Yield: 80.0%. Starting materials: C(C1=CC=CC=C1)OCC1CO1 (benzyl-glycidylether), C1(C=2C(C(N1)=O)=CC=CC2)=O (phthalimide), C([O-])([O-])=O.[K+].[K+] (potassium carbonate). Run in C(C)O (ethanol). As a reaction SMILES: [CH2:1]([O:8][CH2:9][CH:10]1[O:12][CH2:11]1)[C:2]1[CH:7]=[CH:6][CH:5]=[CH:4][CH:3]=1.[C:13]1(=[O:23])[NH:17][C:16](=[O:18])[C:15]2=[CH:19][CH:20]=[CH:21][CH:22]=[C:14]12.C(=O)([O-])[O-].[K+].[K+]>C(O)C>[CH2:1]([O:8][CH2:9][CH:10]([OH:12])[CH2:11][N:17]1[C:16](=[O:18])[C:15]2=[CH:19][CH:20]=[CH:21][CH:22]=[C:14]2[C:13]1=[O:23])[C:2]1[CH:3]=[CH:4][CH:5]=[CH:6][CH:7]=1 |f:2.3.4|.